describe an organic reaction: reactants, conditions, products, and yield From a dataset of the Open Reaction Database (ORD), a public repository of structured organic reaction records. Reactants: Br, Cc1cccc(OC2CN(Cc3ccccc3)CC2O)c1C, CCO, [H][H]. The product is Br, Cc1cccc(OC2CNCC2O)c1C. Reaction SMILES: [BrH:25].[CH3:1][c:2]1[c:3]([O:4][CH:5]2[CH:6]([OH:17])[CH2:7][N:8]([CH2:10][c:11]3[cH:12][cH:13][cH:14][cH:15][cH:16]3)[CH2:9]2)[cH:18][cH:19][cH:20][c:21]1[CH3:22].[CH3:26][CH2:27][OH:28].[H:23][H:24]>>[BrH:25].[CH3:1][c:2]1[c:3]([O:4][CH:5]2[CH:6]([OH:17])[CH2:7][NH:8][CH2:9]2)[cH:18][cH:19][cH:20][c:21]1[CH3:22]. RXN SMILES: [Br-:12].[Br:1][c:2]1[cH:3][cH:4][c:5]2[n:6]([cH:7]1)[c:8]([I:11])[cH:9][n:10]2.[C:17]([O:18][CH2:19][CH3:20])(=[O:21])[Cl:22].[C:23](=[O:24])([OH:25])[O-:26].[CH3:34][CH2:35][O:36][C:37](=[O:38])[CH3:39].[CH:13]([Mg+:14])([CH3:15])[CH3:16].[Na+:27].[O:28]1[CH2:29][CH2:30][CH2:31][CH2:32]1.[OH2:33]>>[Br:1][c:2]1[cH:3][cH:4][c:5]2[n:6]([cH:7]1)[c:8]([C:17]([O:18][CH2:19][CH3:20])=[O:21])[cH:9][n:10]2. Reactants: [Br-], Brc1ccc2ncc(I)n2c1, CCOC(=O)Cl, O=C([O-])O, CCOC(C)=O, CC(C)[Mg+], [Na+], C1CCOC1, O. Yields the product CCOC(=O)c1cnc2ccc(Br)cn12.